This data is from the Open Reaction Database (ORD), a public repository of structured organic reaction records. The task is: describe an organic reaction: reactants, conditions, products, and yield Procedure details: A solution of acrylonitrile (1.17 g, 22.07 mmol) in methanol (1.0 ml) was added dropwise to a solution of N,N-dimethyl-1,4-diaminobutane 322 (2.1 g, 18.42 mmol) in methanol (1.0 ml) at 0° C., and the mixture was stirred at 0° C. for sixteen hours. Evaporation of the solvent in vacuo afforded almost pure N-(2-cyanoethyl)-N',N'-dimethyl-1,4-diaminobutane 323 as a colorless oil (2.5 g, 80% yield based on 322). 1H NMR (400 MHz, CDCl3) δ: 1.45 (4H, m, --CH2 --CH2 --CH2 --CH2 --), 2.15 (6H, s, --N(CH3... Conditions: temperature 0 celsius. Yield: 80.0%. Solvent: CO (methanol), CO (methanol). Yields the product C(#N)CCNCCCCN(C)C (N-(2-cyanoethyl)-N',N'-dimethyl-1,4-diaminobutane). Reaction SMILES: [C:1](#[N:4])[CH:2]=[CH2:3].[CH3:5][N:6]([CH3:12])[CH2:7][CH2:8][CH2:9][CH2:10][NH2:11]>CO>[C:1]([CH2:2][CH2:3][NH:11][CH2:10][CH2:9][CH2:8][CH2:7][N:6]([CH3:12])[CH3:5])#[N:4]. Reactants: C(C=C)#N (acrylonitrile), CN(CCCCN)C (N,N-dimethyl-1,4-diaminobutane). Starting materials: C(#N)C(C)(C)NS(=O)(=O)CCSC (N-(2-cyano-2-propyl)-2-methylthioethylsulfonamide), product, I(=O)(=O)(=O)[O-].[Na+] (sodium metaperiodate). The solvent is CO (methanol), O (water), CO (methanol), O (water). Yields the product C(#N)C(C)(C)NS(=O)(=O)CCS(=O)C (N-(2-Cyano-2-propyl)-2-methylsulfinylethylsulfonamide). The yield is 36.5%. RXN SMILES: I([O-])(=O)(=O)=[O:2].[Na+].[C:7]([C:9]([NH:12][S:13]([CH2:16][CH2:17][S:18][CH3:19])(=[O:15])=[O:14])([CH3:11])[CH3:10])#[N:8]>O.CO>[C:7]([C:9]([NH:12][S:13]([CH2:16][CH2:17][S:18]([CH3:19])=[O:2])(=[O:14])=[O:15])([CH3:11])[CH3:10])#[N:8] |f:0.1|. Reported procedure: To a stirred solution of 4.27 g (0.020 moles) sodium metaperiodate in 40 ml water which had been cooled to about 0° C. in an ice bath, 4.10 g (0.0184 mole) N-(2-cyano-2-propyl)-2-methylthioethylsulfonamide (the product of Example 27) in about 10 ml methanol was added slowly. Initially, the mixture was homogeneous, but after the addition was complete (after about three minutes), a thick precipitate formed. Additional methanol (15 ml) and water (60 ml) was added, thinning the precipitate to allow ...